This data is from the Open Reaction Database (ORD), a public repository of structured organic reaction records. The task is: describe an organic reaction: reactants, conditions, products, and yield The reactants are CCO, O=[N+]([O-])c1cccc(-c2cnccn2)c1, C1CCOC1. The product is Nc1cccc(-c2cnccn2)c1. RXN SMILES: [CH3:21][CH2:22][OH:23].[N+:1]([O-:2])(=[O:3])[c:4]1[cH:5][c:6](-[c:10]2[n:11][cH:12][cH:13][n:14][cH:15]2)[cH:7][cH:8][cH:9]1.[O:16]1[CH2:17][CH2:18][CH2:19][CH2:20]1>>[NH2:1][c:4]1[cH:5][c:6](-[c:10]2[n:11][cH:12][cH:13][n:14][cH:15]2)[cH:7][cH:8][cH:9]1. Reactants: C(C)(C)(C)OC(=O)N1CCN(CC1)C=1C(N(N=C(C1C)C1=CC(=C(C=C1)C)F)CC(C)C)=O (4-(4-tert-butoxycarbonyl-1-piperazinyl)-methyl-6-(3-fluoro-4-methylphenyl)-2-isobutyl-2H-pyridazin-3-one), FC=1C=C(C=CC1OC)C=1C(=C(C(N(N1)CC(C)C)=O)OS(=O)(=O)C)C (6-(3-fluoro-4-methoxyphenyl)-2-isobutyl-4-methane-sulfonyloxy-methyl-2H-pyridazin-3-one), N1(CCNCC1)C(=O)OC(C)(C)C (tert-butyl 1-piperazine-carboxylate). The product is C(C)(C)(C)OC(=O)N1CCN(CC1)CC=1C(N(N=C(C1)C1=CC(=C(C=C1)OC)F)CC(C)C)=O (4-(4-tert-butoxycarbonyl-1-piperazinyl)methyl-6-(3-fluoro-4-methoxyphenyl)-2-isobutyl-2H-pyridazin-3-one). Yield: 94.3%. Reaction SMILES: [C:1]([O:5][C:6]([N:8]1[CH2:13][CH2:12][N:11]([C:14]2C(=O)N(CC(C)C)N=C(C3C=CC(C)=C(F)C=3)C=2C)[CH2:10][CH2:9]1)=[O:7])([CH3:4])([CH3:3])[CH3:2].[F:34][C:35]1[CH:36]=[C:37]([C:43]2[C:44](C)=[C:45](OS(C)(=O)=O)[C:46](=[O:53])[N:47]([CH2:49][CH:50]([CH3:52])[CH3:51])[N:48]=2)[CH:38]=[CH:39][C:40]=1[O:41][CH3:42].N1(C(OC(C)(C)C)=O)CCNCC1>>[C:1]([O:5][C:6]([N:8]1[CH2:13][CH2:12][N:11]([CH2:14][C:45]2[C:46](=[O:53])[N:47]([CH2:49][CH:50]([CH3:51])[CH3:52])[N:48]=[C:43]([C:37]3[CH:38]=[CH:39][C:40]([O:41][CH3:42])=[C:35]([F:34])[CH:36]=3)[CH:44]=2)[CH2:10][CH2:9]1)=[O:7])([CH3:4])([CH3:3])[CH3:2]. Procedure: Following the procedure of Example 1 (10), 6-(3-fluoro-4-methoxyphenyl)-2-isobutyl-4-methane-sulfonyloxy-methyl-2H-pyridazin-3-one and tert-butyl 1-piperazine-carboxylate were reacted to yield the title compound as a yellow oil (yield: 94.3%). Starting materials: O=C1CCC2CCC(=O)N12, [Cl-], Fc1cccc(C[Mg+])c1. The product is O=C(CCC1CCC(=O)N1)Cc1cccc(F)c1. Reaction SMILES: [CH2:1]1[CH2:2][C:3](=[O:10])[N:4]2[C:5](=[O:9])[CH2:6][CH2:7][CH:8]12.[Cl-:11].[F:12][c:13]1[cH:14][c:15]([CH2:16][Mg+:17])[cH:18][cH:19][cH:20]1>>[CH2:1]1[CH2:2][C:3](=[O:10])[NH:4][CH:8]1[CH2:7][CH2:6][C:5](=[O:9])[CH2:16][c:15]1[cH:14][c:13]([F:12])[cH:20][cH:19][cH:18]1. The reactants are OCc1cc(F)cc(Br)c1, O=C1CCC(=O)N1Br, CCOC(C)=O, C1CCOC1, c1ccc(P(c2ccccc2)c2ccccc2)cc1. The product is Fc1cc(Br)cc(CBr)c1. Reaction SMILES: [Br:1][c:2]1[cH:3][c:4]([CH2:9][OH:10])[cH:5][c:6]([F:8])[cH:7]1.[Br:30][N:31]1[C:32](=[O:33])[CH2:34][CH2:35][C:36]1=[O:37].[CH3:43][CH2:44][O:45][C:46](=[O:47])[CH3:48].[O:38]1[CH2:39][CH2:40][CH2:41][CH2:42]1.[c:11]1([P:12]([c:13]2[cH:14][cH:15][cH:16][cH:17][cH:18]2)[c:19]2[cH:20][cH:21][cH:22][cH:23][cH:24]2)[cH:25][cH:26][cH:27][cH:28][cH:29]1>>[Br:1][c:2]1[cH:3][c:4]([CH2:9][Br:30])[cH:5][c:6]([F:8])[cH:7]1. Reactants: C(C1=CC=CC=C1)OC(=O)NC12CCC(CC1)(CC2)C(=O)OCC (Ethyl 4-benzyloxycarbonylaminobicyclo[2.2.2]octane-1-carboxylate), [H][H] (hydrogen). The reagents and catalysts are [C].[Pd] (palladium-carbon). The solvent is C(C)O (ethanol). The product is NC12CCC(CC1)(CC2)C(=O)OCC (ethyl 4-aminobicyclo[2.2.2]octane-1-carboxylate). Isolated yield 100.4%. Reaction SMILES: C(OC([NH:11][C:12]12[CH2:19][CH2:18][C:15]([C:20]([O:22][CH2:23][CH3:24])=[O:21])([CH2:16][CH2:17]1)[CH2:14][CH2:13]2)=O)C1C=CC=CC=1.[H][H]>C(O)C.[C].[Pd]>[NH2:11][C:12]12[CH2:17][CH2:16][C:15]([C:20]([O:22][CH2:23][CH3:24])=[O:21])([CH2:14][CH2:13]1)[CH2:18][CH2:19]2 |f:3.4|. Procedure: Ethyl 4-benzyloxycarbonylaminobicyclo[2.2.2]octane-1-carboxylate (40.0 g) was dissolved in ethanol (400 mL). To this solution, 10% palladium-carbon (4.00 g) was added and the mixture was stirred at room temperature for 6 hours in a stream of hydrogen. The catalyst in the reaction mixture was filtered through a Celite pad and the filtered catalyst, together with the Celite pad, was washed with ethanol. The filtrate and the washings were combined and concentrated under reduced pressure. The result... Reactants: O=C([O-])O, CCCCOc1ccc(N)cc1, O=C(O)CC1(O)CCN(Cc2ccccc2)CC1, ClCCl, [Li], [Na+], O=P(Cl)(Cl)Cl, c1ccncc1. Product: CCCCOc1ccc(NC(=O)CC2(O)CCN(Cc3ccccc3)CC2)cc1. RXN SMILES: [C:37](=[O:38])([OH:39])[O-:40].[CH2:20]([CH2:21][CH2:22][CH3:23])[O:24][c:25]1[cH:26][cH:27][c:28]([NH2:29])[cH:30][cH:31]1.[CH2:2]([c:3]1[cH:4][cH:5][cH:6][cH:7][cH:8]1)[N:9]1[CH2:10][CH2:11][C:12]([OH:15])([CH2:16][C:17](=[O:18])[OH:19])[CH2:13][CH2:14]1.[CH2:42]([Cl:43])[Cl:44].[Li:1].[Na+:41].[P:32]([Cl:33])([Cl:34])([Cl:35])=[O:36].[cH:45]1[cH:46][cH:47][n:48][cH:49][cH:50]1>>[CH2:2]([c:3]1[cH:4][cH:5][cH:6][cH:7][cH:8]1)[N:9]1[CH2:10][CH2:11][C:12]([OH:15])([CH2:16][C:17](=[O:19])[NH:29][c:28]2[cH:27][cH:26][c:25]([O:24][CH2:20][CH2:21][CH2:22][CH3:23])[cH:31][cH:30]2)[CH2:13][CH2:14]1. Reactants: O=C([O-])[O-], COC(=O)Cc1cccnc1Oc1cccc(CCl)c1, [K+], [K+], CN(C)C=O, Oc1ccccc1. The product is COC(=O)Cc1cccnc1Oc1cccc(COc2ccccc2)c1. RXN SMILES: [C:8](=[O:9])([O-:10])[O-:11].[Cl:14][CH2:15][c:16]1[cH:17][c:18]([O:19][c:20]2[n:21][cH:22][cH:23][cH:24][c:25]2[CH2:26][C:27](=[O:28])[O:29][CH3:30])[cH:31][cH:32][cH:33]1.[K+:12].[K+:13].[O:34]=[CH:35][N:36]([CH3:37])[CH3:38].[OH:1][c:2]1[cH:3][cH:4][cH:5][cH:6][cH:7]1>>[O:1]([c:2]1[cH:3][cH:4][cH:5][cH:6][cH:7]1)[CH2:15][c:16]1[cH:17][c:18]([O:19][c:20]2[n:21][cH:22][cH:23][cH:24][c:25]2[CH2:26][C:27](=[O:28])[O:29][CH3:30])[cH:31][cH:32][cH:33]1. Reactants: O.C1(=CC=C(C=C1)S(=O)(=O)O)C (p-toluenesulfonic acid hydrate), Cl.CC1=NC2=C(N1C1CCOCC1)C=CC(=C2)C(=O)O (2-methyl-1-(tetrahydropyran-4-yl)benzimidazole-5-carboxylic acid HCl salt), NC1=C(C=CC(=C1)Cl)O (2-amino-4-chlorophenol), CCN=C=NCCCN(C)C (WSC). Solvent: C1(=CC=CC=C1)C (toluene), CN(C)C=O (DMF), O (water). Product: ClC=1C=CC2=C(N=C(O2)C2=CC3=C(N(C(=N3)C)C3CCOCC3)C=C2)C1 (5-(5-chlorobenzoxazol-2-yl)-2-methyl-1-(tetrahydropyran-4-yl)benzimidazole). Yield: 15.3%. As a reaction SMILES: Cl.[CH3:2][C:3]1[N:7]([CH:8]2[CH2:13][CH2:12][O:11][CH2:10][CH2:9]2)[C:6]2[CH:14]=[CH:15][C:16]([C:18]([OH:20])=O)=[CH:17][C:5]=2[N:4]=1.[NH2:21][C:22]1[CH:27]=[C:26]([Cl:28])[CH:25]=[CH:24][C:23]=1O.CCN=C=NCCCN(C)C.O.C1(C)C=CC(S(O)(=O)=O)=CC=1>C1(C)C=CC=CC=1.O.CN(C=O)C>[Cl:28][C:26]1[CH:25]=[CH:24][C:23]2[O:20][C:18]([C:16]3[CH:15]=[CH:14][C:6]4[N:7]([CH:8]5[CH2:9][CH2:10][O:11][CH2:12][CH2:13]5)[C:3]([CH3:2])=[N:4][C:5]=4[CH:17]=3)=[N:21][C:22]=2[CH:27]=1 |f:0.1,4.5|. Procedure: 2-methyl-1-(tetrahydropyran-4-yl)benzimidazole-5-carboxylic acid HCl salt (see Working Example 4-3) (0.25 g, 0.96 mmol), 2-amino-4-chlorophenol (0.15 g, 1.05 mmol), anhydrous DMF (10 mL) and WSC (0.22 g, 1.14 mmol) were stirred overnight at room temperature. After the reaction was complete, water (50 mL) was added, the precipitated crystals were filtered off, and the filter residue was extracted with water/chloroform. After the organic layer was dried over anhydrous sodium sulfate, filtration an... Reactants: CCC(C)c1cc(CO)c2nc(C)c(C)c(OC(C)=O)c2c1, O=S(Cl)Cl. The product is CCC(C)c1cc(CCl)c2nc(C)c(C)c(OC(C)=O)c2c1. As a reaction SMILES: [C:1]([CH3:2])(=[O:3])[O:4][c:5]1[c:6]([CH3:22])[c:7]([CH3:21])[n:8][c:9]2[c:10]([CH2:19][OH:20])[cH:11][c:12]([CH:15]([CH3:16])[CH2:17][CH3:18])[cH:13][c:14]12.[S:23]([Cl:24])([Cl:25])=[O:26]>>[C:1]([CH3:2])(=[O:3])[O:4][c:5]1[c:6]([CH3:22])[c:7]([CH3:21])[n:8][c:9]2[c:10]([CH2:19][Cl:25])[cH:11][c:12]([CH:15]([CH3:16])[CH2:17][CH3:18])[cH:13][c:14]12. The solvent is P(=O)([O-])([O-])[O-] (phosphate), P(=O)([O-])([O-])[O-] (phosphate). Starting materials: C(CCCC)OC(=O)C1NC2=CC=CC=C2C1 (racemic amyl-indoline-2-carboxylate). Product: N1C(CC2=CC=CC=C12)C(=O)O (indoline-2-carboxylic acid). Procedure: After adding 10 g of lipase (Steapsin made by Wako Purechemical Industries, Ltd.) having (R)-selective esterase activity to 100 ml of 0.1M phosphate buffer at pH 7.0, a mixture was stirred and the insoluble material was removed. To the filtrate was added 60 g wet weight (containing 71% of water) of the methacrylate porous adsorbent Amberlite XAD-7 (made by Rohm & Haas Co.), which was washed with methanol and then with water, and a mixture was slowly stirred in a cold room (4° C.) for a night to ... Reaction SMILES: C([O:6][C:7]([CH:9]1[CH2:17][C:16]2[C:11](=[CH:12][CH:13]=[CH:14][CH:15]=2)[NH:10]1)=[O:8])CCCC>P([O-])([O-])([O-])=O>[NH:10]1[C:11]2[C:16](=[CH:15][CH:14]=[CH:13][CH:12]=2)[CH2:17][CH:9]1[C:7]([OH:8])=[O:6].